Task: describe an organic reaction: reactants, conditions, products, and yield. Dataset: the Open Reaction Database (ORD), a public repository of structured organic reaction records Reaction SMILES: [CH3:1][O:2][C:3](=[O:14])[C:4]1[CH:9]=[CH:8][C:7](Cl)=[C:6]([N+:11]([O-:13])=[O:12])[CH:5]=1.[SH:15][C:16]1[CH:21]=[CH:20][C:19]([OH:22])=[CH:18][CH:17]=1.C([O-])([O-])=O.[Cs+].[Cs+]>CC(C)=O>[CH3:1][O:2][C:3](=[O:14])[C:4]1[CH:9]=[CH:8][C:7]([S:15][C:16]2[CH:21]=[CH:20][C:19]([OH:22])=[CH:18][CH:17]=2)=[C:6]([N+:11]([O-:13])=[O:12])[CH:5]=1 |f:2.3.4|. Solvent: CC(=O)C (acetone). Reported procedure: To a solution of 4-chloro-3-nitrobenzoic acid methyl ester (4.00 g, 18 mmol) and 4-mercaptophenol (2.37 g, 18 mmol) in acetone (60 mL) was added Cs2CO3 (5.93 g, 18 mmol) at room temperature, and then the mixture was refluxed for 30 minutes. After cooling to room temperature, the mixture was filtered and the filtrate was evaporated. The residue was diluted with AcOEt (30 mL), washed with H2O (3 times) and brine, dried over MgSO4, and evaporated to give brown oil. The oily residue was separated by... Starting materials: COC(C1=CC(=C(C=C1)Cl)[N+](=O)[O-])=O (4-chloro-3-nitrobenzoic acid methyl ester), SC1=CC=C(C=C1)O (4-mercaptophenol), C(=O)([O-])[O-].[Cs+].[Cs+] (Cs2CO3). Product: COC(C1=CC(=C(C=C1)SC1=CC=C(C=C1)O)[N+](=O)[O-])=O (4-(4-Hydroxy-phenylsulfanyl)-3-nitro-benzoic acid methyl ester). The reactants are ClC1=CC(=C(C(=C1)F)C(O)C1CC1)F ((4-Chloro-2,6-difluorophenyl)(cyclopropyl)methanol), FC(C(=O)O)(F)F (trifluoroacetic acid), CS(=O)(=O)CC=1C=CC=C2C=CNC12 (7-[(Methylsulfonyl)methyl]-1H-indole). Solvent: ClCCl (dichloromethane). Run at time 45 minute. Product: ClC1=CC(=C(C(=C1)F)C(C1=CNC2=C(C=CC=C12)CS(=O)(=O)C)C1CC1)F (3-[(4-Chloro-2,6-difluorophenyl)(cyclopropyl)methyl]-7-[(methylsulfonyl)methyl]-1H-indole). As a reaction SMILES: [Cl:1][C:2]1[CH:7]=[C:6]([F:8])[C:5]([CH:9]([CH:11]2[CH2:13][CH2:12]2)O)=[C:4]([F:14])[CH:3]=1.FC(F)(F)C(O)=O.[CH3:22][S:23]([CH2:26][C:27]1[CH:28]=[CH:29][CH:30]=[C:31]2[C:35]=1[NH:34][CH:33]=[CH:32]2)(=[O:25])=[O:24]>ClCCl>[Cl:1][C:2]1[CH:7]=[C:6]([F:8])[C:5]([CH:9]([CH:11]2[CH2:13][CH2:12]2)[C:32]2[C:31]3[C:35](=[C:27]([CH2:26][S:23]([CH3:22])(=[O:25])=[O:24])[CH:28]=[CH:29][CH:30]=3)[NH:34][CH:33]=2)=[C:4]([F:14])[CH:3]=1. Procedure details: 104 mg (0.48 mmol) of the compound from Example 156A and 0.04 ml (0.57 mmol) of trifluoroacetic acid were added to 100 mg (0.48 mmol) of the compound from Example 86A in 4 ml of dichloromethane. The reaction mixture was stirred at RT for 45 min, the solvent was removed in vacuo, and the crude product was then purified by preparative HPLC (mobile phase: acetonitrile/water gradient). 100 mg (51% of theory) of the title compound were obtained.